The task is: describe an organic reaction: reactants, conditions, products, and yield. This data is from the Open Reaction Database (ORD), a public repository of structured organic reaction records. The reactants are C(C1=CC=CC=C1)OC=1C=C(C=NC1NC=1SC=C(N1)C)SCCC(=O)OC (Methyl 3-(5-(benzyloxy)-6-(4-methylthiazol-2-ylamino)pyridin-3-ylthio)propanoate), CC(C)(C)[O-].[K+] (KOtBu), BrCC1CCN(CC1)C(=O)OC(C)(C)C (tert-butyl 4-(bromomethyl)piperidine-1-carboxylate), Cl (HCl). The product is Cl.Cl.C(C1=CC=CC=C1)OC=1C(=NC=C(C1)SCC1CCNCC1)NC=1SC=C(N1)C (3-(benzyloxy)-N-(4-methylthiazol-2-yl)-5-(piperidin-4-ylmethylthio)pyridin-2-amine dihydrochloride). The yield is 64.6%. Reaction SMILES: [CH2:1]([O:8][C:9]1[CH:10]=[C:11]([S:22][CH2:23][CH2:24][C:25](OC)=O)[CH:12]=[N:13][C:14]=1[NH:15][C:16]1[S:17][CH:18]=[C:19]([CH3:21])[N:20]=1)[C:2]1[CH:7]=[CH:6][CH:5]=[CH:4][CH:3]=1.CC([O-])(C)C.[K+].BrCC1C[CH2:41][N:40](C(OC(C)(C)C)=O)[CH2:39][CH2:38]1.[ClH:50]>>[ClH:50].[ClH:50].[CH2:1]([O:8][C:9]1[C:14]([NH:15][C:16]2[S:17][CH:18]=[C:19]([CH3:21])[N:20]=2)=[N:13][CH:12]=[C:11]([S:22][CH2:23][CH:24]2[CH2:25][CH2:41][NH:40][CH2:39][CH2:38]2)[CH:10]=1)[C:2]1[CH:7]=[CH:6][CH:5]=[CH:4][CH:3]=1 |f:1.2,5.6.7|. Reported procedure: Methyl 3-(5-(benzyloxy)-6-(4-methylthiazol-2-ylamino)pyridin-3-ylthio)propanoate (prepared according to Example 42; 70 mg, 0.17 mmol), KOtBu (0.59 mL, 0.59 mmol) and tert-butyl 4-(bromomethyl)piperidine-1-carboxylate (46.9 mg, 0.17 mmol) were reacted according to the method of Example 43 to afford 3-(benzyloxy)-N-(4-methylthiazol-2-yl)-5-(piperidin-4-ylmethylthio)pyridin-2-amine dihydrochloride (54.4 mg, 64.6% yield) as a white solid after HCl salt formation. 1H NMR (d6-DMSO) δ 9.20 (bs, 1H), 9.... Solvent: C(C)O (ethanol). Yields the product FC1=CC=C(C=C1)N1C(C(=C(C2=NC=C(C=C12)CC1=CC=C(C=C1)F)O)C(=O)NCCOC)=O (1-(4-fluorophenyl)-7-[(4-fluorophenyl)methyl]-4-hydroxy-N-[2-(methyloxy)ethyl]-2-oxo-1,2-dihydro-1,5-naphthyridine-3-carboxamide). RXN SMILES: [F:1][C:2]1[CH:7]=[CH:6][C:5]([N:8]2[C:17]3[C:12](=[N:13][CH:14]=[C:15]([CH2:18][C:19]4[CH:24]=[CH:23][C:22]([F:25])=[CH:21][CH:20]=4)[CH:16]=3)[C:11]([OH:26])=[C:10]([C:27](OCC)=[O:28])[C:9]2=[O:32])=[CH:4][CH:3]=1.[CH3:33][O:34][CH2:35][CH2:36][NH2:37]>C(O)C>[F:1][C:2]1[CH:3]=[CH:4][C:5]([N:8]2[C:17]3[C:12](=[N:13][CH:14]=[C:15]([CH2:18][C:19]4[CH:24]=[CH:23][C:22]([F:25])=[CH:21][CH:20]=4)[CH:16]=3)[C:11]([OH:26])=[C:10]([C:27]([NH:37][CH2:36][CH2:35][O:34][CH3:33])=[O:28])[C:9]2=[O:32])=[CH:6][CH:7]=1. The yield is 86.0%. Reaction conditions: temperature 140 celsius. The reactants are FC1=CC=C(C=C1)N1C(C(=C(C2=NC=C(C=C12)CC1=CC=C(C=C1)F)O)C(=O)OCC)=O (Ethyl 1-(4-fluorophenyl)-7-[(4-fluorophenyl)methyl]-4-hydroxy-2-oxo-1,2-dihydro-1,5-naphthyridine-3-carboxylate), COCCN ([2-(methyloxy)ethyl]amine). Procedure details: Ethyl 1-(4-fluorophenyl)-7-[(4-fluorophenyl)methyl]-4-hydroxy-2-oxo-1,2-dihydro-1,5-naphthyridine-3-carboxylate (21 mg, 0.048 mmol) was dissolved in ethanol (1 mL) and [2-(methyloxy)ethyl]amine (0.05 mL) was added. This solution was heated in a microwave at 140° C. for 20 minutes. The resulting suspension was concentrated under reduced pressure and 1 N hydrochloric acid was added to bring the mixture to a pH of 3. The resulting white solid was collected by vacuum filtration to yield 1-(4-fluorop... Starting materials: [OH-].[Na+] (sodium hydroxide), NC=1C(=CC(=C(C1)O)Cl)F (5-amino-2-chloro-4-fluorophenol), C1(=CC=C(C=C1)S(=O)(=O)OC1CCCC1)C (cyclopentyl p-toluenesulfonate), [I-].[K+] (potassium iodide). Reagents/catalysts: [Br-].C(CCC)[N+](CCCC)(CCCC)CCCC (tetrabutylammonium bromide). The solvent is O (water), solution, C1(=CC=CC=C1)C (toluene). Reaction conditions: temperature 100 celsius. The product is ClC1=CC(=C(N)C=C1OC1CCCC1)F (4-chloro-5-cyclopentyloxy-2-fluoroaniline). Yield: 99.7%. RXN SMILES: [NH2:1][C:2]1[C:3]([F:10])=[CH:4][C:5]([Cl:9])=[C:6]([OH:8])[CH:7]=1.C1(C)C=CC(S(O[CH:21]2[CH2:25][CH2:24][CH2:23][CH2:22]2)(=O)=O)=CC=1.[I-].[K+].[OH-].[Na+]>[Br-].C([N+](CCCC)(CCCC)CCCC)CCC.C1(C)C=CC=CC=1.O>[Cl:9][C:5]1[C:6]([O:8][CH:21]2[CH2:25][CH2:24][CH2:23][CH2:22]2)=[CH:7][C:2]([NH2:1])=[C:3]([F:10])[CH:4]=1 |f:2.3,4.5,6.7|. Procedure: A round-bottomed flask (50 cc) equipped with a mechanical stirrer was charged with 5-amino-2-chloro-4-fluorophenol (1.02 g, 6.29 mmol), cyclopentyl p-toluenesulfonate (1.56 g, 6.50 mmol), tetrabutylammonium bromide (242 mg, 0.75 mmol) and potassium iodide (262 mg, 1.57 mmol) to prepare a solution in toluene (20 mL). Subsequently, 40% sodium hydroxide in aqueous solution (20 mL) was added slowly and the mixture was stirred under heating at 100° C. for 2 h. After completion of the reaction, the re... The reactants are C(#N)CCOC(=O)C=1[C@@H](C(=C(NC1C)C)C(=O)O)C1=CC(=CC=C1)[N+](=O)[O-] ((4R)-5-(2-cyanoethoxycarbonyl)-1,4-dihydro-2,6-dimethyl-4-(3-nitrophenyl)pyridine-3-carboxylic acid), C([O-])([O-])=O.[K+].[K+] (potassium carbonate), COCCl (chloromethyl methyl ether). Solvent: C(C)(=O)OCC (ethyl acetate), CN(C=O)C (N,N-dimethylformamide). Reaction conditions: time 5 hour. The product is C(#N)CCOC(=O)C=1[C@@H](C(=C(NC1C)C)C(=O)OCOC)C1=CC(=CC=C1)[N+](=O)[O-] (methoxymethyl (4S)-5-(2-cyanoethoxycarbonyl)-1,4 -dihydro-2,6-dimethyl -4-(3 -nitrophenyl)pyridine-3-carboxylate). Reaction SMILES: [C:1]([CH2:3][CH2:4][O:5][C:6]([C:8]1[C@H:9]([C:19]2[CH:24]=[CH:23][CH:22]=[C:21]([N+:25]([O-:27])=[O:26])[CH:20]=2)[C:10]([C:16]([OH:18])=[O:17])=[C:11]([CH3:15])[NH:12][C:13]=1[CH3:14])=[O:7])#[N:2].C(=O)([O-])[O-].[K+].[K+].[CH3:34][O:35][CH2:36]Cl>CN(C)C=O.C(OCC)(=O)C>[C:1]([CH2:3][CH2:4][O:5][C:6]([C:8]1[C@H:9]([C:19]2[CH:24]=[CH:23][CH:22]=[C:21]([N+:25]([O-:27])=[O:26])[CH:20]=2)[C:10]([C:16]([O:18][CH2:34][O:35][CH3:36])=[O:17])=[C:11]([CH3:15])[NH:12][C:13]=1[CH3:14])=[O:7])#[N:2] |f:1.2.3|. Procedure: To a solution of 10 mg of (4R)-5-(2-cyanoethoxycarbonyl)-1,4-dihydro-2,6-dimethyl-4-(3-nitrophenyl)pyridine-3-carboxylic acid in 0.5 ml of N,N-dimethylformamide were added 4.3 mg of potassium carbonate, and then 8 μl of chloromethyl methyl ether. The mixture was stirred at room temperature for 5 hours. The reaction mixture was diluted with 5 ml of ethyl acetate, washed with saturated aqueous sodium hydrogen carbonate solution and with water, and dried over anhydrous Glauber's salt (sodium sulfat... Reactants: ClC=1SC=C(N1)CCCCCC (2-chloro-4-hexylthiazole), IN1C(CCC1=O)=O (N-iodosuccinimide). Run in C(C)#N (acetonitrile). Run at temperature 50 celsius, time 2 hour. Product: ClC=1SC(=C(N1)CCCCCC)I (2-chloro-4-hexyl-5-iodothiazole). The yield is 87.6%. RXN SMILES: [Cl:1][C:2]1[S:3][CH:4]=[C:5]([CH2:7][CH2:8][CH2:9][CH2:10][CH2:11][CH3:12])[N:6]=1.[I:13]N1C(=O)CCC1=O>C(#N)C>[Cl:1][C:2]1[S:3][C:4]([I:13])=[C:5]([CH2:7][CH2:8][CH2:9][CH2:10][CH2:11][CH3:12])[N:6]=1. Procedure: 5.30 g (26.0 mmol) of 2-chloro-4-hexylthiazole and 7.02 g (31.2 mmol) of N-iodosuccinimide were dissolved in 40 mL of acetonitrile, and stirred for 2 hours at 50° C. under argon gas purge. The resultant reaction mixed liquid was washed with a Na2S203 aqueous solution, and the aqueous layer was extracted with chloroform and added to the organic layer. The organic layer was concentrated, and subjected to silica gel column chromatography (development solvent:chloroform/hexane=1/1 (volumetric ratio)... Reactants: C(CC1=CC=CC=C1)OC1=CC=CC(=N1)C(=O)OC (methyl 6-phenethoxypicolinate), CC#N (CH3CN). Yields the product O=C(CC#N)C1=NC(=CC=C1)OCCC1=CC=CC=C1 (3-oxo-3-(6-phenethoxypyridin-2-yl)propanenitrile). RXN SMILES: [CH2:1]([O:9][C:10]1[N:15]=[C:14]([C:16]([O:18]C)=O)[CH:13]=[CH:12][CH:11]=1)[CH2:2][C:3]1[CH:8]=[CH:7][CH:6]=[CH:5][CH:4]=1.[CH3:20][C:21]#[N:22]>>[O:18]=[C:16]([C:14]1[CH:13]=[CH:12][CH:11]=[C:10]([O:9][CH2:1][CH2:2][C:3]2[CH:4]=[CH:5][CH:6]=[CH:7][CH:8]=2)[N:15]=1)[CH2:20][C:21]#[N:22]. Procedure: CH3CN addition to methyl 6-phenethoxypicolinate following the method described in Example 6 gave 3-oxo-3-(6-phenethoxypyridin-2-yl)propanenitrile as a yellow oil which was used in the next step without further purification. Yield (1.33 g, quant.). Starting materials: CC(CO)(C(CCC)O)C (2,2-dimethyl-1,3-hexanediol), NC1=C(C=C(C=2C(C3=CC=CC=C3C(C12)=O)=O)O)Cl (1-amino-4-hydroxy-2-chloroanthraquinone), C1(=CC=CC=C1)O (phenol), C([O-])([O-])=O.[K+].[K+] (potassium carbonate). Solvent: CN1C(CCC1)=O (N-methylpyrrolidone), CO (methanol). Yields the product NC1=C(C=C(C=2C(C3=CC=CC=C3C(C12)=O)=O)O)OCC(C(CCC)O)(C)C (1-amino-2-(2',2'-dimethyl-3'-hydroxyhexoxy)-4-hydroxyanthraquinone). RXN SMILES: [CH3:1][C:2]([CH3:10])([CH:5]([OH:9])[CH2:6][CH2:7][CH3:8])[CH2:3][OH:4].[NH2:11][C:12]1[C:25]2[C:24](=[O:26])[C:23]3[C:18](=[CH:19][CH:20]=[CH:21][CH:22]=3)[C:17](=[O:27])[C:16]=2[C:15]([OH:28])=[CH:14][C:13]=1Cl.C1(O)C=CC=CC=1.C(=O)([O-])[O-].[K+].[K+]>CO.CN1CCCC1=O>[NH2:11][C:12]1[C:25]2[C:24](=[O:26])[C:23]3[C:18](=[CH:19][CH:20]=[CH:21][CH:22]=3)[C:17](=[O:27])[C:16]=2[C:15]([OH:28])=[CH:14][C:13]=1[O:4][CH2:3][C:2]([CH3:10])([CH3:1])[CH:5]([OH:9])[CH2:6][CH2:7][CH3:8] |f:3.4.5|. Procedure: 90 parts of 2,2-dimethyl-1,3-hexanediol, 27.3 parts of 1-amino-4-hydroxy-2-chloroanthraquinone, 45 parts of N-methylpyrrolidone, 9.4 parts of phenol and 12 parts of potassium carbonate are heated for 5 hours at 130°C and 8 hours at 140°C under nitrogen. When cold, the mixture is diluted with 140 parts of methanol and filtered. The filtrate is diluted with water. 21 parts of 1-amino-2-(2',2'-dimethyl-3'-hydroxyhexoxy)-4-hydroxyanthraquinone are obtained. Starting materials: C(CCCCCCCCCCC)S (dodecanethiol), CC(C)(C)[O-].[K+] (KOtBu), CCOC(=O)C (EtOAc), C(C1=CC=CC=C1)N1CC(OCC1)C1=C(C=C(C=C1)OC)Cl (4-benzyl-2-(2-chloro-4-methoxy-phenyl)-morpholine). The solvent is CN(C)C=O (DMF). Reaction conditions: temperature 110 celsius, time 6 hour. Yields the product C(C1=CC=CC=C1)N1CC(OCC1)C1=C(C=C(C=C1)O)Cl (4-(4-benzyl-morpholin-2-yl)-3-chloro-phenol). The yield is 85.2%. As a reaction SMILES: C(S)CCCCCCCCCCC.CC([O-])(C)C.[K+].[CH2:20]([N:27]1[CH2:32][CH2:31][O:30][CH:29]([C:33]2[CH:38]=[CH:37][C:36]([O:39]C)=[CH:35][C:34]=2[Cl:41])[CH2:28]1)[C:21]1[CH:26]=[CH:25][CH:24]=[CH:23][CH:22]=1.CCOC(C)=O>CN(C=O)C>[CH2:20]([N:27]1[CH2:32][CH2:31][O:30][CH:29]([C:33]2[CH:38]=[CH:37][C:36]([OH:39])=[CH:35][C:34]=2[Cl:41])[CH2:28]1)[C:21]1[CH:22]=[CH:23][CH:24]=[CH:25][CH:26]=1 |f:1.2|. Procedure: To a solution of 1 dodecanethiol (12.7 mL; 52.86 mmol) in dry DMF (50 mL), was added KOtBu (5.93 g; 52.86 mmol) at 0° C. After complete addition the mixture was allowed to slowly come to RT (˜30 min), and then 4-benzyl-2-(2-chloro-4-methoxy-phenyl)-morpholine (5.60 g; 17.62 mmol) was added. The resulting mixture was stirred at 110° C. for 6 hours. After cooling to RT, EtOAc was added and the resulting mixture was washed with 5% aqueous NaHCO3, water and brine; dried (MgSO4), filtered and concent... The reactants are NC1=CC=NN1C (5-amino-1-methylpyrazole), N(=O)OCCC(C)C (isoamyl nitrite), C(C)(C)OC(C)C (diisopropyl ether). The reagents and catalysts are Cl (hydrochloric acid). Solvent: C(C)O (ethanol). Conditions: time 0.5 hour. The product is NC1=C(C=NN1C)N=O (5-amino-1-methyl-4-nitrosopyrazole). As a reaction SMILES: [NH2:1][C:2]1[N:6]([CH3:7])[N:5]=[CH:4][CH:3]=1.[N:8](OCCC(C)C)=[O:9].C(OC(C)C)(C)C>C(O)C.Cl>[NH2:1][C:2]1[N:6]([CH3:7])[N:5]=[CH:4][C:3]=1[N:8]=[O:9]. Reported procedure: To a solution of 5-amino-1-methylpyrazole (5 g) in ethanol (50 ml) was added isoamyl nitrite (6.92 ml), and then 20% hydrochloric acid (5 drops) was added at 4° C. The reaction mixture was refluxed for 2 hours and cooled to room temperature. To the reaction mixture was added diisopropyl ether (50 ml), and the mixture was stirred for 0.5 hour. The resulting precipitate was collected by filtration and dried in vacuo to give 5-amino-1-methyl-4-nitrosopyrazole (3.53 g). The reactants are [N+](=O)([O-])C=1C=C(C(C(=O)OC)=CC1)C(=O)[O-] (Methyl 4-nitrophthalate), [O-]C1=CC=CC=C1.[Na+] (sodium phenoxide), CN(C)C=O (DMF). Yields the product O(C1=CC=CC=C1)C=1C=C(C(C(=O)OC)=CC1)C(=O)OC (dimethyl 4-phenoxyphthalate). As a reaction SMILES: [N+]([C:4]1[CH:5]=[C:6]([C:14]([O-:16])=[O:15])[C:7](=[CH:12][CH:13]=1)[C:8]([O:10][CH3:11])=[O:9])([O-])=O.[O-:17][C:18]1[CH:23]=[CH:22][CH:21]=[CH:20][CH:19]=1.[Na+].[CH3:25]N(C=O)C>>[O:17]([C:4]1[CH:5]=[C:6]([C:14]([O:16][CH3:25])=[O:15])[C:7](=[CH:12][CH:13]=1)[C:8]([O:10][CH3:11])=[O:9])[C:18]1[CH:23]=[CH:22][CH:21]=[CH:20][CH:19]=1 |f:1.2|. Reported procedure: Methyl 4-nitrophthalate was reacted in DMF with sodium phenoxide to give dimethyl 4-phenoxyphthalate in analogy to a process known from the literature (J. Org. Chem. Vol. 42, No. 21, 1977, 3419-3425). After standard working up and chromatography using hexane/EA, the diester was isolated as a yellowish oil.